From a dataset of the Open Reaction Database (ORD), a public repository of structured organic reaction records. describe an organic reaction: reactants, conditions, products, and yield The reactants are CC(=O)[O-], CC(=O)[O-], COc1ncc(B(O)O)cn1, O=C(c1ccc2[nH]c(C(=O)N3CCC(F)(F)CC3)cc2c1)N1CCN(C2CCC2)CC1, ClCCl, [Cu+2], c1ccncc1. Yields the product COc1ncc(-n2c(C(=O)N3CCC(F)(F)CC3)cc3cc(C(=O)N4CCN(C5CCC5)CC4)ccc32)cn1. RXN SMILES: [C:52]([O-:53])(=[O:54])[CH3:55].[C:57]([O-:58])(=[O:59])[CH3:60].[CH3:32][O:33][c:34]1[n:35][cH:36][c:37]([B:40]([OH:41])[OH:42])[cH:38][n:39]1.[CH:1]1([N:5]2[CH2:6][CH2:7][N:8]([C:11](=[O:12])[c:13]3[cH:14][c:15]4[cH:16][c:17]([C:22](=[O:23])[N:24]5[CH2:25][CH2:26][C:27]([F:30])([F:31])[CH2:28][CH2:29]5)[nH:18][c:19]4[cH:20][cH:21]3)[CH2:9][CH2:10]2)[CH2:2][CH2:3][CH2:4]1.[Cl:49][CH2:50][Cl:51].[Cu+2:56].[cH:43]1[cH:44][cH:45][n:46][cH:47][cH:48]1>>[CH:1]1([N:5]2[CH2:6][CH2:7][N:8]([C:11](=[O:12])[c:13]3[cH:14][c:15]4[cH:16][c:17]([C:22](=[O:23])[N:24]5[CH2:25][CH2:26][C:27]([F:30])([F:31])[CH2:28][CH2:29]5)[n:18](-[c:37]5[cH:36][n:35][c:34]([O:33][CH3:32])[n:39][cH:38]5)[c:19]4[cH:20][cH:21]3)[CH2:9][CH2:10]2)[CH2:2][CH2:3][CH2:4]1.